describe an organic reaction: reactants, conditions, products, and yield From a dataset of the Open Reaction Database (ORD), a public repository of structured organic reaction records. Reactants: COC(=O)C1=C(C2=C(C=3C=CC=C(C3S2)NC(=O)OC(C)(C)C)S1)OCC(=O)OCC (7-tert-Butoxycarbonylamino-1-ethoxycarbonylmethoxy-3,8-dithia-cyclopenta[a]indene-2-carboxylic acid methyl ester), FC(C(=O)O)(F)F (Trifluoroacetic acid). Run in C(Cl)Cl (DCM). Run at time 4 hour. Product: COC(=O)C1=C(C2=C(C=3C=CC=C(C3S2)N)S1)OCC(=O)OCC (7-Amino-1-ethoxycarbonylmethoxy-3,8-dithia-cyclopenta[a]indene-2-carboxylic acid methyl ester). Reaction SMILES: [CH3:1][O:2][C:3]([C:5]1[S:24][C:8]2[C:9]3[CH:10]=[CH:11][CH:12]=[C:13]([NH:16]C(OC(C)(C)C)=O)[C:14]=3[S:15][C:7]=2[C:6]=1[O:25][CH2:26][C:27]([O:29][CH2:30][CH3:31])=[O:28])=[O:4].FC(F)(F)C(O)=O>C(Cl)Cl>[CH3:1][O:2][C:3]([C:5]1[S:24][C:8]2[C:9]3[CH:10]=[CH:11][CH:12]=[C:13]([NH2:16])[C:14]=3[S:15][C:7]=2[C:6]=1[O:25][CH2:26][C:27]([O:29][CH2:30][CH3:31])=[O:28])=[O:4]. Procedure details: Step H Deprotection: A solution of 7-tert-Butoxycarbonylamino-1-ethoxycarbonylmethoxy-3,8-dithia-cyclopenta[a]indene-2-carboxylic acid methyl ester (170 mg, 0.37 mmol) in DCM (6 mL) was cooled to 0° C. Trifluoroacetic acid (1.2 mL) was then added, and the solution was allowed to warm to ambient temperature, stirring a total of four hours, after which the reaction was judged complete by TLC. The reaction mixture was concentrated in vacuo, dissolved in ethyl acetate, and washed with sodium bicarbo... Procedure details: (S)-3-Amino-1-(4-chlorophenyl)azepan-2-one hydrochloride (35 mg, 0.127 mmol) was synthesized as described for the preparation of Intermediate 49 using 4-chlorophenylboronic acid in step A. Anal. Calcd. for C12H15ClN2O m/z 238.8. found: 239.2 (M+H)+. Yields the product Cl.N[C@@H]1C(N(CCCC1)C1=CC=C(C=C1)Cl)=O ((S)-3-Amino-1-(4-chlorophenyl)azepan-2-one hydrochloride). RXN SMILES: Cl.[NH2:2][C@H:3]1[CH2:9][CH2:8][CH2:7][CH2:6][N:5]([C:10]2[CH:15]=[CH:14][CH:13]=[C:12]([Cl:16])[CH:11]=2)[C:4]1=[O:17].[Cl:18]C1C=CC(B(O)O)=CC=1>>[ClH:16].[NH2:2][C@H:3]1[CH2:9][CH2:8][CH2:7][CH2:6][N:5]([C:10]2[CH:15]=[CH:14][C:13]([Cl:18])=[CH:12][CH:11]=2)[C:4]1=[O:17] |f:0.1,3.4|. The reactants are Cl.N[C@@H]1C(N(CCCC1)C1=CC(=CC=C1)Cl)=O ((S)-3-Amino-1-(3-chlorophenyl)azepan-2-one hydrochloride), ClC1=CC=C(C=C1)B(O)O (4-chlorophenylboronic acid). Reactants: CS(=O)(=O)OC(CCC(C1=CC=CC=C1)OS(=O)(=O)C)CC (methanesulfonic acid 4-methanesulfonyloxy-1-phenyl-hexyl ester), NC1=C(C(=C(C#N)C=C1)Cl)C (4-amino-2-chloro-3-methylbenzonitrile). Solvent: C1(=CC=CC=C1)C (toluene). Product: ClC1=C(C#N)C=CC(=C1C)N1C(CCC1C1=CC=CC=C1)CC (2-Chloro-4-(2-ethyl-5-phenyl-pyrrolidin-1-yl)-3-methyl-benzonitrile). Isolated yield 2.0%. As a reaction SMILES: CS(O[CH:6]([CH2:21][CH3:22])[CH2:7][CH2:8][CH:9](OS(C)(=O)=O)[C:10]1[CH:15]=[CH:14][CH:13]=[CH:12][CH:11]=1)(=O)=O.[NH2:23][C:24]1[CH:31]=[CH:30][C:27]([C:28]#[N:29])=[C:26]([Cl:32])[C:25]=1[CH3:33]>C1(C)C=CC=CC=1>[Cl:32][C:26]1[C:25]([CH3:33])=[C:24]([N:23]2[CH:9]([C:10]3[CH:15]=[CH:14][CH:13]=[CH:12][CH:11]=3)[CH2:8][CH2:7][CH:6]2[CH2:21][CH3:22])[CH:31]=[CH:30][C:27]=1[C:28]#[N:29]. Procedure: Dissolve methanesulfonic acid 4-methanesulfonyloxy-1-phenyl-hexyl ester (381 mg, 1.09 mmol) in toluene (10 mL) in a reaction tube. Add 4-amino-2-chloro-3-methylbenzonitrile (363 mg, 2.18 mmol), purge with nitrogen and cap. Heat the reaction in a 120° C. oil bath for 17 h. Cool, concentrate, and purify by silica gel chromatography using 5-30% EtOAc/hexanes to obtain 7 mg (1%) of the title compound (a mixture of 4 isomers) as a clear oil. MS (ESI+): 325 (M+1)+. Reactants: C1(CCCCC1)N (cyclohexylamine), Cl(=O)(=O)(=O)[O-].[Li+] (lithium perchlorate), O1CC12CCN(CC2)C(=O)OCC2=CC=CC=C2 (Benzyl 1-oxa-6-azaspiro[2.5]octane-6-carboxylate). The solvent is C(C)#N (acetonitrile). Conditions: temperature 80 celsius, time 8 hour. Yields the product C1(CCCCC1)NCC1(CCN(CC1)C(=O)OCC1=CC=CC=C1)O (benzyl 4-[(cyclohexylamino)methyl]-4-hydroxypiperidine-1-carboxylate). The yield is 86.2%. As a reaction SMILES: [O:1]1[C:3]2([CH2:8][CH2:7][N:6]([C:9]([O:11][CH2:12][C:13]3[CH:18]=[CH:17][CH:16]=[CH:15][CH:14]=3)=[O:10])[CH2:5][CH2:4]2)[CH2:2]1.[CH:19]1([NH2:25])[CH2:24][CH2:23][CH2:22][CH2:21][CH2:20]1.Cl([O-])(=O)(=O)=O.[Li+]>C(#N)C>[CH:19]1([NH:25][CH2:2][C:3]2([OH:1])[CH2:8][CH2:7][N:6]([C:9]([O:11][CH2:12][C:13]3[CH:18]=[CH:17][CH:16]=[CH:15][CH:14]=3)=[O:10])[CH2:5][CH2:4]2)[CH2:24][CH2:23][CH2:22][CH2:21][CH2:20]1 |f:2.3|. Procedure: Benzyl 1-oxa-6-azaspiro[2.5]octane-6-carboxylate (1.98 g) was dissolved in acetonitrile (80 mL), and cyclohexylamine (800 mg) and lithium perchlorate (960 mg) were added. The mixture was stirred at 80° C. overnight, and cooled to room temperature. The solvent was evaporated under reduced pressure, and the residue was purified by silica gel column chromatography using basic silica gel (15% ethyl acetate/hexane to 80% ethyl acetate/hexane) to give the object product (2.39 g, 96%). Reactants: CCOC(=O)C1C2CCC(C2)N1Cc1ccc(OC)cc1, Cl, [Na+], C1CCOC1, [OH-]. Product: COc1ccc(CN2C3CCC(C3)C2C(=O)O)cc1. As a reaction SMILES: [CH3:1][O:2][c:3]1[cH:4][cH:5][c:6]([CH2:7][N:8]2[CH:9]3[CH2:10][CH2:11][CH:12]([CH:13]2[C:14](=[O:15])[O:16][CH2:17][CH3:18])[CH2:19]3)[cH:20][cH:21]1.[ClH:24].[Na+:23].[O:25]1[CH2:26][CH2:27][CH2:28][CH2:29]1.[OH-:22]>>[CH3:1][O:2][c:3]1[cH:4][cH:5][c:6]([CH2:7][N:8]2[CH:9]3[CH2:10][CH2:11][CH:12]([CH:13]2[C:14](=[O:15])[OH:16])[CH2:19]3)[cH:20][cH:21]1. Reactants: COc1ccc(-c2cc3c(n2-c2ccccc2Cl)CCNC3)cc1, O=C(Cl)c1cccc(Cl)c1, ClCCl. Product: COc1ccc(-c2cc3c(n2-c2ccccc2Cl)CCN(C(=O)c2cccc(Cl)c2)C3)cc1. Reaction SMILES: [Cl:1][c:2]1[c:3](-[n:8]2[c:9](-[c:17]3[cH:18][cH:19][c:20]([O:23][CH3:24])[cH:21][cH:22]3)[cH:10][c:11]3[c:16]2[CH2:15][CH2:14][NH:13][CH2:12]3)[cH:4][cH:5][cH:6][cH:7]1.[Cl:25][c:26]1[cH:27][c:28]([C:29](=[O:30])[Cl:31])[cH:32][cH:33][cH:34]1.[Cl:35][CH2:36][Cl:37]>>[Cl:1][c:2]1[c:3](-[n:8]2[c:9](-[c:17]3[cH:18][cH:19][c:20]([O:23][CH3:24])[cH:21][cH:22]3)[cH:10][c:11]3[c:16]2[CH2:15][CH2:14][N:13]([C:29]([c:28]2[cH:27][c:26]([Cl:25])[cH:34][cH:33][cH:32]2)=[O:30])[CH2:12]3)[cH:4][cH:5][cH:6][cH:7]1.